This data is from the Open Reaction Database (ORD), a public repository of structured organic reaction records. The task is: describe an organic reaction: reactants, conditions, products, and yield Starting materials: O=C(OCc1ccccc1)N1CC=CC1, ClCCl, [Na+], [Na+], O=C(OO)c1cccc(Cl)c1, O=S([O-])([O-])=S. Product: O=C(OCc1ccccc1)N1CC2OC2C1. RXN SMILES: [CH2:1]([c:2]1[cH:3][cH:4][cH:5][cH:6][cH:7]1)[O:8][C:9](=[O:10])[N:11]1[CH2:12][CH:13]=[CH:14][CH2:15]1.[CH2:34]([Cl:35])[Cl:36].[Na+:32].[Na+:33].[OH:16][O:17][C:18]([c:19]1[cH:20][c:21]([Cl:22])[cH:23][cH:24][cH:25]1)=[O:26].[S:27]([O-:28])([O-:29])(=[O:30])=[S:31]>>[CH2:1]([c:2]1[cH:3][cH:4][cH:5][cH:6][cH:7]1)[O:8][C:9](=[O:10])[N:11]1[CH2:12][CH:13]2[CH:14]([CH2:15]1)[O:16]2. The reactants are [Cl-].[Al+3].[Cl-].[Cl-] (aluminum chloride), CC12CC(CCC2C(CCC1)(C)C)O (1,7,7-trimethylbicyclo[4.4.0]decan-3-ol), CC([O-])C.[Al+3].CC([O-])C.CC([O-])C (aluminium isopropoxide), ( b ), CC(=O)CC (methylethylketone), bicycloketone. The solvent is C1(=CC=CC=C1)C (toluene). The product is CC12CC(CCC2C(CCC1)(C)C)=O (1,7,7-trimethylbicyclo[4.4.0]decan-3-one). Reaction SMILES: [CH3:1][C:2]12[CH2:11][CH2:10][CH2:9][C:8]([CH3:13])([CH3:12])[CH:7]1[CH2:6][CH2:5][CH:4]([OH:14])[CH2:3]2.CC(CC)=O.CC(C)[O-].[Al+3].CC(C)[O-].CC(C)[O-].[Cl-].[Al+3].[Cl-].[Cl-]>C1(C)C=CC=CC=1>[CH3:1][C:2]12[CH2:11][CH2:10][CH2:9][C:8]([CH3:13])([CH3:12])[CH:7]1[CH2:6][CH2:5][C:4](=[O:14])[CH2:3]2 |f:2.3.4.5,6.7.8.9|. Procedure details: A mixture of 19.6 g. of 1,7,7-trimethylbicyclo[4.4.0]decan-3-ol, prepared according to the description of Example 1, paragraph (b) 72 g. of methylethylketone, 50 ml. of toluene, 10.5 g. of aluminium isopropoxide and 2 g. of aluminum chloride was heated to the boil for 6 hours. After cooling the mixture was stirred with 200 ml. of 10% H2SO4 and extracted with toluene. The extract was treated as usual and gave by distillation 8.2 g. of the bicycloketone, b.p. 85°-90°/0.001 Torr. Reported procedure: A solution of 1.2 g (5.45 mmol) of ethyl 3-(hydroxymethyl)-imidazolo[1,2-a]pyridine-2-carboxylate in 50 mL dichloromethane is treated with 1.75 g (15.0 mmol) of N-methylmorpholine N-oxide, 2.5 g powdered 4A molecular sieves and 180 mg (0.5 mmol) tetrapropylammonium perruthenate. The mixture is stirred at room temperature for 2 hr and applied directly to a column of silica. The column is eluted with 10% methanol in dichloromethane to afford 1.09 g (92%) ethyl 3-formyl-imidazolo[1,2-a]pyridine-2-c... The reagents and catalysts are [Ru](=O)(=O)(=O)[O-].C(CC)[N+](CCC)(CCC)CCC (tetrapropylammonium perruthenate). Isolated yield 91.7%. Reaction conditions: time 2 hour. The solvent is ClCCl (dichloromethane). Product: C(=O)C1=C(N=C2N1C=CC=C2)C(=O)OCC (ethyl 3-formyl-imidazolo[1,2-a]pyridine-2-carboxylate). Reactants: OCC1=C(N=C2N1C=CC=C2)C(=O)OCC (ethyl 3-(hydroxymethyl)-imidazolo[1,2-a]pyridine-2-carboxylate), C[N+]1(CCOCC1)[O-] (N-methylmorpholine N-oxide), 4A. RXN SMILES: [OH:1][CH2:2][C:3]1[N:7]2[CH:8]=[CH:9][CH:10]=[CH:11][C:6]2=[N:5][C:4]=1[C:12]([O:14][CH2:15][CH3:16])=[O:13].C[N+]1([O-])CCOCC1>ClCCl.[Ru]([O-])(=O)(=O)=O.C([N+](CCC)(CCC)CCC)CC>[CH:2]([C:3]1[N:7]2[CH:8]=[CH:9][CH:10]=[CH:11][C:6]2=[N:5][C:4]=1[C:12]([O:14][CH2:15][CH3:16])=[O:13])=[O:1] |f:3.4|. Reactants: ClC=1N=C(NC1CC)C(=O)N[C@@H]1[C@@H](CNCC1)NCCC (cis(±)-4-chloro-5-ethyl-N-[3-(propylamino)piperidin-4-yl]-1H-imidazole-2-carboxamide), BrC=1SC(=C(N1)C)C(=O)OCC (ethyl 2-bromo-4-methyl-1,3-thiazole-5-carboxylate), C([O-])([O-])=O.[Na+].[Na+] (sodium carbonate). Product: ClC=1N=C(NC1CC)C(=O)N[C@@H]1[C@@H](CN(CC1)C=1SC(=C(N1)C)C(=O)OCC)NCCC (Ethyl cis(±)-2-(4-{[(4-chloro-5-ethyl-1H-imidazol-2-yl)carbonyl]amino}-3-(propylamino)piperidin-1-yl)-4-methyl-1,3-thiazole-5-carboxylate). The yield is 65.2%. As a reaction SMILES: [Cl:1][C:2]1[N:3]=[C:4]([C:9]([NH:11][C@H:12]2[CH2:17][CH2:16][NH:15][CH2:14][C@H:13]2[NH:18][CH2:19][CH2:20][CH3:21])=[O:10])[NH:5][C:6]=1[CH2:7][CH3:8].Br[C:23]1[S:24][C:25]([C:29]([O:31][CH2:32][CH3:33])=[O:30])=[C:26]([CH3:28])[N:27]=1.C(=O)([O-])[O-].[Na+].[Na+]>>[Cl:1][C:2]1[N:3]=[C:4]([C:9]([NH:11][C@H:12]2[CH2:17][CH2:16][N:15]([C:23]3[S:24][C:25]([C:29]([O:31][CH2:32][CH3:33])=[O:30])=[C:26]([CH3:28])[N:27]=3)[CH2:14][C@H:13]2[NH:18][CH2:19][CH2:20][CH3:21])=[O:10])[NH:5][C:6]=1[CH2:7][CH3:8] |f:2.3.4|. Procedure: The same operation as in Example (196c) was performed using cis(±)-4-chloro-5-ethyl-N-[3-(propylamino)piperidin-4-yl]-1H-imidazole-2-carboxamide obtained in Example (205a) (17.0 mg, 0.054 mmol), ethyl 2-bromo-4-methyl-1,3-thiazole-5-carboxylate (15 mg, 0.060 mmol) and sodium carbonate (17 mg, 0.163 mmol), to obtain 17 mg of the title compound (65%) as a colorless solid. The reactants are ClC=1C=C(NC=2C3=C(N=CN2)NC(=C3)C=O)C=CC1 (4-(3-chloroanilino)-6-formyl-7H-pyrrolo[2,3-d]pyrimidine), COC1=CC=C(CN)C=C1 (4-methoxybenzylamine), C(C)(=O)O (acetic acid). Reagents/catalysts: [Ni] (Raney nickel). Solvent: CO (methanol), CN1CCCN(C1=O)C (DMPU). Yields the product ClC=1C=C(NC=2C3=C(N=CN2)NC(=C3)CNCC3=CC=C(C=C3)OC)C=CC1 (4-(3-chloroanilino)-6-[(4-methoxybenzylamino)-methyl]-7H-pyrrolo[2,3-d]pyrimidine). RXN SMILES: [Cl:1][C:2]1[CH:3]=[C:4]([CH:17]=[CH:18][CH:19]=1)[NH:5][C:6]1[C:7]2[CH:14]=[C:13]([CH:15]=O)[NH:12][C:8]=2[N:9]=[CH:10][N:11]=1.[CH3:20][O:21][C:22]1[CH:29]=[CH:28][C:25]([CH2:26][NH2:27])=[CH:24][CH:23]=1.C(O)(=O)C>CO.CN1C(=O)N(C)CCC1.[Ni]>[Cl:1][C:2]1[CH:3]=[C:4]([CH:17]=[CH:18][CH:19]=1)[NH:5][C:6]1[C:7]2[CH:14]=[C:13]([CH2:15][NH:27][CH2:26][C:25]3[CH:28]=[CH:29][C:22]([O:21][CH3:20])=[CH:23][CH:24]=3)[NH:12][C:8]=2[N:9]=[CH:10][N:11]=1. Procedure: 273 mg (1.00 mmol) of 4-(3-chloroanilino)-6-formyl-7H-pyrrolo[2,3-d]pyrimidine (stage 1.6) and 156 ml (1.2 mmol) of 4-methoxybenzylamine in 10 ml of methanol, DMPU and 126 μl (2.2 mmol) of acetic acid are stirred at RT for 1 h. 0.1 g of Raney nickel is then added and the mixture is hydrogenated at RT and finally at 50° C. The catalyst is filtered off, the filtrate is evaporated and the residue is dissolved in ethyl acetate and satd Na2CO3 solution. The aqueous phase separated off is extracted tw... Starting materials: CB(O)O (methylboronic acid), COC(CC1=COC2=C1C=C(C(=C2)OCC2=C(C=C(C=C2)Cl)Cl)Br)=O (methyl(5-bromo-6-((2,4-dichlorobenzyl)oxy)-1-benzofuran-3-yl)acetate), C(=O)([O-])[O-].[Na+].[Na+] (Na2CO3), CB(O)O (methylboronic acid). Reagents/catalysts: C=1C=CC(=CC1)[P](C=2C=CC=CC2)(C=3C=CC=CC3)[Pd]([P](C=4C=CC=CC4)(C=5C=CC=CC5)C=6C=CC=CC6)([P](C=7C=CC=CC7)(C=8C=CC=CC8)C=9C=CC=CC9)[P](C=1C=CC=CC1)(C=1C=CC=CC1)C=1C=CC=CC1 (Pd(Ph3P)4). Solvent: COCCOC (DME), O (water). Conditions: temperature 80 celsius, time 7 hour. The product is COC(CC1=COC2=C1C=C(C(=C2)OCC2=C(C=C(C=C2)Cl)Cl)C)=O (Methyl(6-((2,4-dichlorobenzyl)oxy)-5-methyl-1-benzofuran-3-yl)acetate). RXN SMILES: [CH3:1][O:2][C:3](=[O:25])[CH2:4][C:5]1[C:9]2[CH:10]=[C:11](Br)[C:12]([O:14][CH2:15][C:16]3[CH:21]=[CH:20][C:19]([Cl:22])=[CH:18][C:17]=3[Cl:23])=[CH:13][C:8]=2[O:7][CH:6]=1.[C:26]([O-])([O-])=O.[Na+].[Na+].CB(O)O>COCCOC.O.C1C=CC([P]([Pd]([P](C2C=CC=CC=2)(C2C=CC=CC=2)C2C=CC=CC=2)([P](C2C=CC=CC=2)(C2C=CC=CC=2)C2C=CC=CC=2)[P](C2C=CC=CC=2)(C2C=CC=CC=2)C2C=CC=CC=2)(C2C=CC=CC=2)C2C=CC=CC=2)=CC=1>[CH3:1][O:2][C:3](=[O:25])[CH2:4][C:5]1[C:9]2[CH:10]=[C:11]([CH3:26])[C:12]([O:14][CH2:15][C:16]3[CH:21]=[CH:20][C:19]([Cl:22])=[CH:18][C:17]=3[Cl:23])=[CH:13][C:8]=2[O:7][CH:6]=1 |f:1.2.3,^1:46,48,67,86|. Reported procedure: To the mixture of methyl(5-bromo-6-((2,4-dichlorobenzyl)oxy)-1-benzofuran-3-yl)acetate (166 mg), aqueous 2M Na2CO3 (0.561 mL) and methylboronic acid (44.7 mg) in DME (3.7 mL) was added Pd(Ph3P)4 (43.2 mg). The mixture was stirred at 80° C. for 7 h. To the mixture was added methylboronic acid (44.8 mg) again. The mixture was stirred at 80° C. under nitrogen atmosphere over weekend. The mixture was diluted with water and extracted with EtOAc. The organic layer was washed with brine, dried over MgS...